Dataset: the Open Reaction Database (ORD), a public repository of structured organic reaction records. Task: describe an organic reaction: reactants, conditions, products, and yield Reactants: CC12CCC(C#N)=CC1=CCC1C2CCC2(C)C(C(=O)Sc3ccccn3)CCC12, NC(c1ccccc1)c1ccc(O)cc1. The product is CC12CCC(C#N)=CC1=CCC1C2CCC2(C)C(C(=O)NC(c3ccccc3)c3ccc(O)cc3)CCC12. As a reaction SMILES: [C:1](#[N:2])[C:3]1=[CH:4][C:5]2=[CH:6][CH2:7][CH:8]3[CH:9]4[CH2:10][CH2:11][CH:12]([C:22]([S:23][c:24]5[cH:25][cH:26][cH:27][cH:28][n:29]5)=[O:30])[C:13]4([CH3:14])[CH2:15][CH2:16][CH:17]3[C:18]2([CH3:21])[CH2:19][CH2:20]1.[OH:31][c:32]1[cH:33][cH:34][c:35]([CH:36]([c:37]2[cH:38][cH:39][cH:40][cH:41][cH:42]2)[NH2:43])[cH:44][cH:45]1>>[C:1](#[N:2])[C:3]1=[CH:4][C:5]2=[CH:6][CH2:7][CH:8]3[CH:9]4[CH2:10][CH2:11][CH:12]([C:22](=[O:30])[NH:43][CH:36]([c:35]5[cH:34][cH:33][c:32]([OH:31])[cH:45][cH:44]5)[c:37]5[cH:38][cH:39][cH:40][cH:41][cH:42]5)[C:13]4([CH3:14])[CH2:15][CH2:16][CH:17]3[C:18]2([CH3:21])[CH2:19][CH2:20]1. Starting materials: [F-] (fluoride), trimethyl(ethoxypolyoxypropyl)ammonium chloride, CC(C)CC(CO)O (polyethylene glycol dimethyl ether), ClC1=C(C=CC=C1Cl)[N+](=O)[O-] (2,3-dichloronitrobenzene), C=1(C(=CC=CC1)C)C (xylene). As a reaction SMILES: [F-:1].CC(CC(O)CO)C.Cl[C:11]1[C:16]([Cl:17])=[CH:15][CH:14]=[CH:13][C:12]=1[N+:18]([O-:20])=[O:19].C1(C)C(C)=CC=CC=1>>[Cl:17][C:16]1[C:11]([F:1])=[C:12]([N+:18]([O-:20])=[O:19])[CH:13]=[CH:14][CH:15]=1. Yields the product ClC=1C(=C(C=CC1)[N+](=O)[O-])F (3-chloro-2-fluoronitrobenzene). Conditions: temperature 100 celsius, time 24 hour. Reported procedure: In a 1.5 liter flange flask and fitted with a distillation bridge and impeller stirrer, 279 g (4.8 tool) of fluoride, 218.5 g (0.3 mol) of trimethyl(ethoxypolyoxypropyl)ammonium chloride and 11.5 g (0.023 mol) of polyethylene glycol dimethyl ether 500 were introduced at 100° C. into the melt of 768 g (4 mol) of 2,3-dichloronitrobenzene. Subsequently, the mixture was azeotropically dried using 200 g (1.9 mol) of xylene and stirred for 24 hours at a temperature of 100° C. Amount of 3-chloro-2-fluo...